From a dataset of the Open Reaction Database (ORD), a public repository of structured organic reaction records. describe an organic reaction: reactants, conditions, products, and yield The reactants are CCOC1=CC(=O)CC(c2ccccc2OCOCCOC)C1, [Li]CC, O, c1ccccc1. Product: CCC1=CC(=O)CC(c2ccccc2OCOCCOC)C1. RXN SMILES: [CH2:1]([O:2][C:4]1=[CH:5][C:6](=[O:23])[CH2:7][CH:8]([c:10]2[c:11]([O:16][CH2:17][O:18][CH2:19][CH2:20][O:21][CH3:22])[cH:12][cH:13][cH:14][cH:15]2)[CH2:9]1)[CH3:3].[Li:24][CH2:25][CH3:26].[OH2:27].[cH:28]1[cH:29][cH:30][cH:31][cH:32][cH:33]1>>[C:4]1([CH2:25][CH3:26])=[CH:5][C:6](=[O:23])[CH2:7][CH:8]([c:10]2[c:11]([O:16][CH2:17][O:18][CH2:19][CH2:20][O:21][CH3:22])[cH:12][cH:13][cH:14][cH:15]2)[CH2:9]1. The reactants are OCC=1C=CC(=NC1)CCOC1=CC=C(C=C1)[N+](=O)[O-] (5-hydroxymethyl-2-[2-(4-nitrophenoxy)ethyl]pyridine), S(=O)(Cl)Cl (thionyl chloride). Solvent: C(Cl)(Cl)Cl (chloroform). Product: ClCC=1C=CC(=NC1)CCOC1=CC=C(C=C1)[N+](=O)[O-] (5-chloromethyl-2-[2-(4-nitrophenoxy)ethyl]pyridine). Yield: 96.7%. Reaction SMILES: O[CH2:2][C:3]1[CH:4]=[CH:5][C:6]([CH2:9][CH2:10][O:11][C:12]2[CH:17]=[CH:16][C:15]([N+:18]([O-:20])=[O:19])=[CH:14][CH:13]=2)=[N:7][CH:8]=1.S(Cl)([Cl:23])=O>C(Cl)(Cl)Cl>[Cl:23][CH2:2][C:3]1[CH:4]=[CH:5][C:6]([CH2:9][CH2:10][O:11][C:12]2[CH:17]=[CH:16][C:15]([N+:18]([O-:20])=[O:19])=[CH:14][CH:13]=2)=[N:7][CH:8]=1. Procedure: To a solution of 5-hydroxymethyl-2-[2-(4-nitrophenoxy)ethyl]pyridine (9.4 g) in chloroform (100 ml) was added thionyl chloride (7.0 g) and the mixture was stirred under reflux for 30 minutes. After cooling, the reaction mixture was washed with saturated aqueous solution of sodium bicarbonate and then water, dried over magnesium sulfate and concentrated under reduced pressure to obtain 5-chloromethyl-2-[2-(4-nitrophenoxy)ethyl]pyridine (9.7 g, yield: 85%). The compound was recrystallized from eth... The reactants are C(C1=CC=CC=C1)(=O)N1CCC=2C3=C(NC(C2C1)=O)C=C(C(=C3)OC)OC (3-benzoyl-1,2,3,4-tetrahydro-8,9-dimethoxy-benzo[c][2,7]naphthyridin-5(6H)-one), [H-].[Na+] (NaH), Cl.ClCCN1CCCCC1 (N-(2-chloroethyl)piperidine hydrochloride). Run in O (water), CS(=O)C (dimethylsulfoxide). Run at time 5 minute. Yields the product C(C1=CC=CC=C1)(=O)N1CCC=2C3=C(N(C(C2C1)=O)CCN1CCCCC1)C=C(C(=C3)OC)OC (1,2,3,4-Tetrahydro-3-benzoyl-8,9-dimethoxy-6-(2-piperidinoethyl)benzo[c][2,7]naphthyridin-5(6H)-one). Yield: 88.1%. Reaction SMILES: [H-].[Na+].[C:3]([N:11]1[CH2:20][C:19]2[C:18](=[O:21])[NH:17][C:16]3[CH:22]=[C:23]([O:28][CH3:29])[C:24]([O:26][CH3:27])=[CH:25][C:15]=3[C:14]=2[CH2:13][CH2:12]1)(=[O:10])[C:4]1[CH:9]=[CH:8][CH:7]=[CH:6][CH:5]=1.Cl.Cl[CH2:32][CH2:33][N:34]1[CH2:39][CH2:38][CH2:37][CH2:36][CH2:35]1>CS(C)=O.O>[C:3]([N:11]1[CH2:20][C:19]2[C:18](=[O:21])[N:17]([CH2:32][CH2:33][N:34]3[CH2:39][CH2:38][CH2:37][CH2:36][CH2:35]3)[C:16]3[CH:22]=[C:23]([O:28][CH3:29])[C:24]([O:26][CH3:27])=[CH:25][C:15]=3[C:14]=2[CH2:13][CH2:12]1)(=[O:10])[C:4]1[CH:9]=[CH:8][CH:7]=[CH:6][CH:5]=1 |f:0.1,3.4|. Procedure: A suspension of 0.066 m NaH in 75 cc dimethylsulfoxide was cooled in a cold water bath and treated portionwise with 10 g (0.028 m) of 3-benzoyl-1,2,3,4-tetrahydro-8,9-dimethoxy-benzo[c][2,7]naphthyridin-5(6H)-one in 10 min. After stirring for 5 min the reaction was treated with 5.5 g (0.03 m) of N-(2-chloroethyl)piperidine hydrochloride in 2 min. After stirring an additional 2 hr the reaction was diluted with water to 800 ml to give 11.5 g of crude solid product, used as is for hydrolysis.